This data is from the Open Reaction Database (ORD), a public repository of structured organic reaction records. The task is: describe an organic reaction: reactants, conditions, products, and yield Starting materials: C=C(C)OC(NC1=NC=C2C=C(C(=NC2=C1)C)C1=CC(=C(C=C1)F)NC(=O)NCCC(C)(C)C)=O (prop-1-en-2-yl(3-(3-(3-(3,3-dimethylbutyl)ureido)-4-fluorophenyl)-2-methyl-1,6-naphthyridin-7-yl)carbamate), Cl.CNC (dimethylamine hydrochloride), CN1CCCC1 (1-methylpyrrolidine). The solvent is O1CCOCC1 (dioxane). Run at temperature 60 celsius. The product is CC(CCNC(NC=1C=C(C=CC1F)C=1C(=NC2=CC(=NC=C2C1)NC(N(C)C)=O)C)=O)(C)C (3-(3-(3-(3-(3,3-dimethylbutyl)ureido)-4-fluorophenyl)-2-methyl-1,6-naphthyridin-7-yl)-1,1-dimethylurea). Isolated yield 50.9%. As a reaction SMILES: [CH3:1][N:2]1CCC[CH2:3]1.C=C([O:10][C:11](=O)[NH:12][C:13]1[CH:22]=[C:21]2[C:16]([CH:17]=[C:18]([C:24]3[CH:29]=[CH:28][C:27]([F:30])=[C:26]([NH:31][C:32]([NH:34][CH2:35][CH2:36][C:37]([CH3:40])([CH3:39])[CH3:38])=[O:33])[CH:25]=3)[C:19]([CH3:23])=[N:20]2)=[CH:15][N:14]=1)C.Cl.CNC>O1CCOCC1>[CH3:39][C:37]([CH3:38])([CH3:40])[CH2:36][CH2:35][NH:34][C:32](=[O:33])[NH:31][C:26]1[CH:25]=[C:24]([C:18]2[C:19]([CH3:23])=[N:20][C:21]3[C:16]([CH:17]=2)=[CH:15][N:14]=[C:13]([NH:12][C:11](=[O:10])[N:2]([CH3:3])[CH3:1])[CH:22]=3)[CH:29]=[CH:28][C:27]=1[F:30] |f:2.3|. Reported procedure: Add 1-methylpyrrolidine (0.355 mL, 3.34 mmol) to a suspension of prop-1-en-2-yl(3-(3-(3-(3,3-dimethylbutyl)ureido)-4-fluorophenyl)-2-methyl-1,6-naphthyridin-7-yl)carbamate (0.2 g, 0.417 mmol) and dimethylamine hydrochloride (0.136 g, 1.668 mmol) in dioxane (4 mL) and heat at 60° C. overnight. Cool to RT, add satd. NaHCO3, extract with EtOAc (3×), dry the combined organics over MgSO4, concentrate to dryness and purify via silica gel chromatography (EtOAc/Hex) to afford 3-(3-(3-(3-(3,3-dimethylbut... Procedure: To a suspension of O-methyl-N-(2-chloro-5-thiazolylmethyl)-N'-nitroisourea (87% purity, 47.2 g, 0.164 mol) in water (410 ml) was added 40% aqueous solution of methylamine (25.5 g, 0.328 mol, 2.0 equivalents) dropwise at 23° C. After 2 hours of stirring at room temperature, the mixture was allowed to stand under ice-cooling and then, 36% hydrochloric acid (14.3 mol, 0.168 mol) was added dropwise at 13-20° C. The resulting crystals were collected by filtration to provide 39.1 g (95.6% yield) of 1-... Isolated yield 95.5%. Starting materials: Cl (hydrochloric acid), aqueous solution, CN (methylamine), COC(NCC1=CN=C(S1)Cl)=N[N+](=O)[O-] (O-methyl-N-(2-chloro-5-thiazolylmethyl)-N'-nitroisourea). Reaction conditions: time 2 hour. Solvent: O (water). Yields the product ClC=1SC(=CN1)CNC(=N[N+](=O)[O-])NC (1-(2-chloro-5-thiazolylmethyl)-3-methyl-2-nitroguanidine). Reaction SMILES: CO[C:3](=[N:12][N+:13]([O-:15])=[O:14])[NH:4][CH2:5][C:6]1[S:10][C:9]([Cl:11])=[N:8][CH:7]=1.[CH3:16][NH2:17].Cl>O>[Cl:11][C:9]1[S:10][C:6]([CH2:5][NH:4][C:3]([NH:17][CH3:16])=[N:12][N+:13]([O-:15])=[O:14])=[CH:7][N:8]=1.